describe an organic reaction: reactants, conditions, products, and yield From a dataset of the Open Reaction Database (ORD), a public repository of structured organic reaction records. Starting materials: C1(CCCCCCCCCCC1)=O (cyclododecanone), C([O-])([O-])=O.[K+].[K+] (potassium carbonate), C=O (formaldehyde). The solvent is C(C)#N (acetonitrile), O (water). Conditions: temperature 40 celsius, time 4 hour. Yields the product OCC1C(CCCCCCCCCC1)=O (2-(Hydroxymethyl)cyclododecanone). Reaction SMILES: [C:1]1(=[O:13])[CH2:12][CH2:11][CH2:10][CH2:9][CH2:8][CH2:7][CH2:6][CH2:5][CH2:4][CH2:3][CH2:2]1.[C:14](=O)([O-])[O-:15].[K+].[K+].C=O>C(#N)C.O>[OH:15][CH2:14][CH:2]1[CH2:3][CH2:4][CH2:5][CH2:6][CH2:7][CH2:8][CH2:9][CH2:10][CH2:11][CH2:12][C:1]1=[O:13] |f:1.2.3|. Procedure: To a solution of cyclododecanone (1) (5.0 g, 27.47 mmol, 1 equiv) and potassium carbonate (0.06 g, 0.41 mmol, 0.015 equiv) in acetonitrile (20 mL) and water (2 mL) was added formaldehyde (37% in water) (4.2 mL, 52.20 mmol, 1.9 equiv) at 40° C. dropwise. The reaction was stirred at 40° C. for 4 hours, then cooled to room temperature and extracted with diethyl ether (3×50 mL). The combined organic layers were dried over sodium sulfate, filtered, concentrated under reduced pressure. The crude produ... Starting materials: O=C1CCC(=O)N1Br, O=C(OOC(=O)c1ccccc1)c1ccccc1, ClC(Cl)(Cl)Cl, CCOC(=O)Cc1cccc(C)c1. Yields the product CCOC(=O)Cc1cccc(CBr)c1. As a reaction SMILES: [Br:14][N:15]1[C:16](=[O:17])[CH2:18][CH2:19][C:20]1=[O:21].[C:22]([O:23][O:24][C:25](=[O:26])[c:27]1[cH:28][cH:29][cH:30][cH:31][cH:32]1)(=[O:33])[c:34]1[cH:35][cH:36][cH:37][cH:38][cH:39]1.[C:40]([Cl:41])([Cl:42])([Cl:43])[Cl:44].[CH2:1]([CH3:2])[O:3][C:4]([CH2:5][c:6]1[cH:7][c:8]([CH3:12])[cH:9][cH:10][cH:11]1)=[O:13]>>[CH2:1]([CH3:2])[O:3][C:4]([CH2:5][c:6]1[cH:7][c:8]([CH2:12][Br:14])[cH:9][cH:10][cH:11]1)=[O:13]. Reactants: BrC=1SC=C(C1)C(=O)OCC (ethyl 2-bromo-4-thiophenecarboxylate), complex, CC1(C=2C=C3C=CC(=CC3=CC2C(CC1)(C)C)Br)C (5,6,7,8-tetrahydro-5,5,8,8-tetramethyl-2-bromoanthracene), [Mg] (magnesium). The reagents and catalysts are Cl[Ni]Cl.CCN(CC)CCOC=1C=CC(=CC1)CC=2C=CC=CC2.Cl (NiCl2 DPPE), [Cl-].[Zn+2].[Cl-] (zinc chloride). Solvent: C1CCOC1 (THF). Run at time 1 hour. Product: CC1(C=2C=C3C=CC(=CC3=CC2C(CC1)(C)C)C=1SC=C(C1)C(=O)OCC)C (ethyl 2-(5,6,7,8-tetrahydro-5,5,8,8-tetramethyl-2-anthryl)-4-thiophenecarboxylate). As a reaction SMILES: [CH3:1][C:2]1([CH3:19])[CH2:15][CH2:14][C:13]([CH3:17])([CH3:16])[C:12]2[CH:11]=[C:10]3[C:5]([CH:6]=[CH:7][C:8](Br)=[CH:9]3)=[CH:4][C:3]1=2.[Mg].Br[C:22]1[S:23][CH:24]=[C:25]([C:27]([O:29][CH2:30][CH3:31])=[O:28])[CH:26]=1>C1COCC1.[Cl-].[Zn+2].[Cl-].Cl[Ni]Cl.CCN(CCOC1C=CC(CC2C=CC=CC=2)=CC=1)CC.Cl>[CH3:1][C:2]1([CH3:19])[CH2:15][CH2:14][C:13]([CH3:17])([CH3:16])[C:12]2[CH:11]=[C:10]3[C:5]([CH:6]=[CH:7][C:8]([C:22]4[S:23][CH:24]=[C:25]([C:27]([O:29][CH2:30][CH3:31])=[O:28])[CH:26]=4)=[CH:9]3)=[CH:4][C:3]1=2 |f:4.5.6,7.8.9|. Procedure: A solution of 9.5 g (30 mmol) of 5,6,7,8-tetrahydro-5,5,8,8-tetramethyl-2-bromoanthracene was added dropwise to a suspension of 724 mg (30 mmol) of magnesium in 10 ml of THF. Once the addition was completed, the mixture was heated at reflux for one hour. At room temperature 4.1 g (30 mmol) of anhydrous zinc chloride were added and the mixture was stirred for one hour. 5.2 g (22 mmol) of ethyl 2-bromo-4-thiophenecarboxylate and 120 mg (0.22 mmol) of the complex NiCl2 /DPPE were then added success... The reactants are CC=1C=C(CO)C=CC1 (3-methylbenzyl alcohol), C(C(C)C)(=O)O (isobutyric acid). The reagents and catalysts are C1(=CC=C(C=C1)S(=O)(=O)O)C (p-toluenesulfonic acid). Run in O (water), O (water). Yields the product C(C(C)C)(=O)OCC1=CC(=CC=C1)C (3-Methylbenzyl isobutyrate). Yield: 59.8%. Reaction SMILES: [CH3:1][C:2]1[CH:3]=[C:4]([CH:7]=[CH:8][CH:9]=1)[CH2:5][OH:6].[C:10](O)(=[O:14])[CH:11]([CH3:13])[CH3:12]>C1(C)C=CC(S(O)(=O)=O)=CC=1.O>[C:10]([O:6][CH2:5][C:4]1[CH:7]=[CH:8][CH:9]=[C:2]([CH3:1])[CH:3]=1)(=[O:14])[CH:11]([CH3:13])[CH3:12]. Procedure: 25 g (0.2 mol) of 3-methylbenzyl alcohol (Aldrich), 18 g (0.2 mol) of isobutyric acid and 0.6 g of p-toluenesulfonic acid are heated in a 500 ml three-necked flask apparatus with a water separator until the water is completely separated. Washing is then firstly performed with diluted sodium hydrogencarbonate solution and thereafter with water. After removing the toluene by distillation, the residue is distilled using a bulb tube distillation oven. 23 g of product (60% of theoretical) is obtained... Reactants: CS(C)=O, OC(C(F)(F)F)(C(F)(F)F)C(F)(F)C(F)(F)C(F)(F)F, CCCI, [K+], [OH-], O. Product: CCCOC(C(F)(F)F)(C(F)(F)F)C(F)(F)C(F)(F)C(F)(F)F. As a reaction SMILES: [CH3:1][S:2]([CH3:3])=[O:4].[F:5][C:6]([C:7]([C:8]([C:9]([C:10]([F:11])([F:12])[F:13])([F:14])[F:15])([F:16])[F:17])([OH:18])[C:19]([F:20])([F:21])[F:22])([F:23])[F:24].[I:27][CH2:28][CH2:29][CH3:30].[K+:26].[OH-:25].[OH2:31]>>[F:5][C:6]([C:7]([C:8]([C:9]([C:10]([F:11])([F:12])[F:13])([F:14])[F:15])([F:16])[F:17])([O:18][CH2:28][CH2:29][CH3:30])[C:19]([F:20])([F:21])[F:22])([F:23])[F:24]. Reactants: O[C@@H]1C[C@H](N(C1)C(=O)OCC1=CC=C(C=C1)[N+](=O)[O-])CN(CCNC(=O)N)C(=O)OCC1=CC=C(C=C1)[N+](=O)[O-] ((2S, 4R)-4-hydroxy-1-(4-nitrobenzyloxycarbonyl)-2-[N-(4-nitrobenzyloxycarbonyl)-N-(2-ureidoethyl)amino]methylpyrrolidine), CS(=O)(=O)Cl (methanesulfonyl chloride), O (water), C(C)(=O)OCC (ethyl acetate). The solvent is N1=CC=CC=C1 (pyridine). Reaction conditions: time 15 hour. Yields the product C(#N)NCCN(C(=O)OCC1=CC=C(C=C1)[N+](=O)[O-])C[C@H]1N(C[C@@H](C1)OS(=O)(=O)C)C(=O)OCC1=CC=C(C=C1)[N+](=O)[O-] ((2S, 4R)-2-[N-{2-(cyanoamino)ethyl}-N-(4-nitrobenzyloxycarbonyl)aminomethyl]-4-methanesulfonyloxy-1-(4-nitrobenzyloxycarbonyl)pyrrolidine). Reaction SMILES: [OH:1][C@H:2]1[CH2:6][N:5]([C:7]([O:9][CH2:10][C:11]2[CH:16]=[CH:15][C:14]([N+:17]([O-:19])=[O:18])=[CH:13][CH:12]=2)=[O:8])[C@H:4]([CH2:20][N:21]([C:28]([O:30][CH2:31][C:32]2[CH:37]=[CH:36][C:35]([N+:38]([O-:40])=[O:39])=[CH:34][CH:33]=2)=[O:29])[CH2:22][CH2:23][NH:24][C:25]([NH2:27])=O)[CH2:3]1.[CH3:41][S:42](Cl)(=[O:44])=[O:43].O.C(OCC)(=O)C>N1C=CC=CC=1>[C:25]([NH:24][CH2:23][CH2:22][N:21]([CH2:20][C@@H:4]1[CH2:3][C@@H:2]([O:1][S:42]([CH3:41])(=[O:44])=[O:43])[CH2:6][N:5]1[C:7]([O:9][CH2:10][C:11]1[CH:16]=[CH:15][C:14]([N+:17]([O-:19])=[O:18])=[CH:13][CH:12]=1)=[O:8])[C:28]([O:30][CH2:31][C:32]1[CH:37]=[CH:36][C:35]([N+:38]([O-:40])=[O:39])=[CH:34][CH:33]=1)=[O:29])#[N:27]. Procedure details: To a solution of (2S, 4R)-4-hydroxy-1-(4-nitrobenzyloxycarbonyl)-2-[N-(4-nitrobenzyloxycarbonyl)-N-(2-ureidoethyl)amino]methylpyrrolidine (1.75 g) in pyridine (17.5 ml) was added methanesulfonyl chloride (0.60 ml) at 0°~10° C. The mixture was stirred at the same temperature for 1 hour and at ambient temperature for 15 hours. The mixture was poured into a mixture of water (100 ml) and ethyl acetate (100 ml). The organic layer was washed in turn with 1N hydrochloric acid (100 ml×3), saturated sodi... Starting materials: C1CCOC1, CC(C)[Mg+], [Cl-], CON(C)C(=O)c1ccc(Cl)cc1, Cc1cccc(Cn2cc(I)c(=O)c3ccccc32)n1. Product: Cc1cccc(Cn2cc(C(=O)c3ccc(Cl)cc3)c(=O)c3ccccc32)n1. Reaction SMILES: [CH2:39]1[O:40][CH2:41][CH2:42][CH2:43]1.[CH:22]([Mg+:23])([CH3:24])[CH3:25].[Cl-:21].[Cl:26][c:27]1[cH:28][cH:29][c:30]([C:31](=[O:32])[N:33]([O:34][CH3:35])[CH3:36])[cH:37][cH:38]1.[I:1][c:2]1[cH:3][n:4]([CH2:13][c:14]2[n:15][c:16]([CH3:20])[cH:17][cH:18][cH:19]2)[c:5]2[cH:6][cH:7][cH:8][cH:9][c:10]2[c:11]1=[O:12]>>[c:2]1([C:31]([c:30]2[cH:29][cH:28][c:27]([Cl:26])[cH:38][cH:37]2)=[O:32])[cH:3][n:4]([CH2:13][c:14]2[n:15][c:16]([CH3:20])[cH:17][cH:18][cH:19]2)[c:5]2[cH:6][cH:7][cH:8][cH:9][c:10]2[c:11]1=[O:12]. Starting materials: C(C)(=O)C=1SC=CC1 (2-acetylthiophene), N1=CC=C(C=C1)C=O (4-pyridinecarboxaldehyde). The reagents and catalysts are C(C)(=O)[O-].[Co+2].C(C)(=O)[O-] (cobalt(II) acetate). Run in CN(C=O)C (dimethylformamide). Run at time 30 minute. The product is S1C(=CC=C1)C(C=CC1=CC=NC=C1)=O (1-(Thiophen-2-yl)-3-(4-pyridinyl)-2-propene-1-one). The yield is 1.1%. As a reaction SMILES: [C:1]([C:4]1[S:5][CH:6]=[CH:7][CH:8]=1)(=[O:3])[CH3:2].[N:9]1[CH:14]=[CH:13][C:12]([CH:15]=O)=[CH:11][CH:10]=1>CN(C)C=O.C([O-])(=O)C.[Co+2].C([O-])(=O)C>[S:5]1[CH:6]=[CH:7][CH:8]=[C:4]1[C:1](=[O:3])[CH:2]=[CH:15][C:12]1[CH:13]=[CH:14][N:9]=[CH:10][CH:11]=1 |f:3.4.5|. Reported procedure: Dissolve anhydrous cobalt(II) acetate (700 mg, 4 mmol) in dimethylformamide (100 mL) . Add 2,2'-dipyridyl (600 mg, 4 mmol) and stir for 30 minutes. Add 2-acetylthiophene (6.3 g, 50 mmol) and 4-pyridinecarboxaldehyde (5 g, 50 mmol) and heat at 80° C. for 18 hours. Evaporate the solvent and purify the resiude by silica gel chromatography (1:1 toluene/ethyl acetate). Recrystallize (ethyl ether/hexane) to yield 120 mg of the title compound; mp 150.5°-152° C.